Dataset: the Open Reaction Database (ORD), a public repository of structured organic reaction records. Task: describe an organic reaction: reactants, conditions, products, and yield The reactants are C(C1=CC=CC=C1)(=O)NCCCCC1=NC(N=C1C)=S (4-(4-Benzamidobutyl)-5-methylimidazole-2-thione). The reagents and catalysts are [Ni] (Raney nickel). The solvent is C(C)O (ethanol). The product is C(C1=CC=CC=C1)(=O)NCCCCC=1N=CNC1C (4-(4-benzamidobutyl)-5-methylimidazole). Yield: 88.1%. Reaction SMILES: [C:1]([NH:9][CH2:10][CH2:11][CH2:12][CH2:13][C:14]1[C:18]([CH3:19])=[N:17][C:16](=S)[N:15]=1)(=[O:8])[C:2]1[CH:7]=[CH:6][CH:5]=[CH:4][CH:3]=1>C(O)C.[Ni]>[C:1]([NH:9][CH2:10][CH2:11][CH2:12][CH2:13][C:14]1[N:15]=[CH:16][NH:17][C:18]=1[CH3:19])(=[O:8])[C:2]1[CH:3]=[CH:4][CH:5]=[CH:6][CH:7]=1. Procedure: 4-(4-Benzamidobutyl)-5-methylimidazole-2-thione (4.12 g, 0.01425 mol) in absolute ethanol (80 ml) was desulphrised with Raney nickel (approximately 18 g). Filtration followed by concentration under reduced pressure gave 4-(4-benzamidobutyl)-5-methylimidazole (3.23 g, 88%) m.p. 124°-128°. Reactants: C1CCOC1, CO, [Na+], [OH-], CC(=O)Nc1cccc(NS(=O)(=O)c2ccc3c(c2)C(=O)c2cc(S(=O)(=O)Nc4cccc(O)c4)ccc2-3)c1. Yields the product Nc1cccc(NS(=O)(=O)c2ccc3c(c2)C(=O)c2cc(S(=O)(=O)Nc4cccc(O)c4)ccc2-3)c1. Reaction SMILES: [CH2:40]1[O:41][CH2:42][CH2:43][CH2:44]1.[CH3:45][OH:46].[Na+:48].[OH-:47].[OH:1][c:2]1[cH:3][c:4]([NH:8][S:9](=[O:10])(=[O:11])[c:12]2[cH:13][cH:14][c:15]3[c:23]([cH:24]2)[C:22](=[O:25])[c:21]2[c:16]-3[cH:17][cH:18][c:19]([S:26](=[O:27])(=[O:28])[NH:29][c:30]3[cH:31][c:32]([NH:36][C:37](=[O:38])[CH3:39])[cH:33][cH:34][cH:35]3)[cH:20]2)[cH:5][cH:6][cH:7]1>>[OH:1][c:2]1[cH:3][c:4]([NH:8][S:9](=[O:10])(=[O:11])[c:12]2[cH:13][cH:14][c:15]3[c:23]([cH:24]2)[C:22](=[O:25])[c:21]2[c:16]-3[cH:17][cH:18][c:19]([S:26](=[O:27])(=[O:28])[NH:29][c:30]3[cH:31][c:32]([NH2:36])[cH:33][cH:34][cH:35]3)[cH:20]2)[cH:5][cH:6][cH:7]1. Reactants: C(c1ccc(cc1[Cl])O)=O, CC1=CN=C(C=C1)N, [C-]#[N+]C1CCCCC1. The reagents and catalysts are O=C(O)C(F)(F)F (trifluoroacetic acid). Solvent: CC(C)O (isopropyl alcohol), CC(C)O (isopropylalcohol). Reaction conditions: temperature 22 celsius, time 20 hour. The product is Cc1ccc2nc(c3ccc(cc3[Cl])O)c(NC3CCCCC3)n2c1. The yield is 61.0%. As a reaction SMILES: CC1=CC=C(N)N=C1.[C-]#[N+]C1CCCCC1.OC1=CC(Cl)=C(C=O)C=C1>>CC1=CN2C(C=C1)=NC(=C2NC1CCCCC1)C1=C(Cl)C=C(O)C=C1. Reactants: C(C1=CC=CC=C1)N1N=C2C=CC=C(C2=C1)OCC1CO1 (2-Benzyl-4-(2,3-epoxypropoxy)-indazole), CC1=C(C(=CC=C1)C)NCCN (2-(2,6-dimethylphenylamino)-ethylamine). Run in C(Cl)Cl (methylene chloride). Yields the product N1N=CC2=C(C=CC=C12)OCC(CNCCNC1=C(C=CC=C1C)C)O (1-(Indazol-4-yloxy)-3-[2-(2,6-dimethylphenylamino)ethylamino]-propan-2-ol). Reaction SMILES: C([N:8]1[CH:16]=[C:15]2[C:10]([CH:11]=[CH:12][CH:13]=[C:14]2[O:17][CH2:18][CH:19]2[O:21][CH2:20]2)=[N:9]1)C1C=CC=CC=1.[CH3:22][C:23]1[CH:28]=[CH:27][CH:26]=[C:25]([CH3:29])[C:24]=1[NH:30][CH2:31][CH2:32][NH2:33]>C(Cl)Cl>[NH:9]1[C:10]2[C:15](=[C:14]([O:17][CH2:18][CH:19]([OH:21])[CH2:20][NH:33][CH2:32][CH2:31][NH:30][C:24]3[C:25]([CH3:29])=[CH:26][CH:27]=[CH:28][C:23]=3[CH3:22])[CH:13]=[CH:12][CH:11]=2)[CH:16]=[N:8]1. Reported procedure: 6.2 g. 2-Benzyl-4-(2,3-epoxypropoxy)-indazole and 7.2 g. 2-(2,6-dimethylphenylamino)-ethylamine are stirred for 20 hours at 70° C. The reaction mixture is then dissolved in methylene chloride and purified chromatographically over a silica gel column using methylene chloride/methanol (saturated with ammonia) (20:1 v/v) as elution agent. After evaporation, the desired compound is obtained in the form of a viscous oil in a yield of 6.8 g. (69% of theory). Reactants: O (Water), NC1=C(C=CC=C1)NC1=CC(=NC=N1)N(C(=O)NC1=C(C(=CC(=C1Cl)OC)OC)Cl)C (1-[6-(2-amino-phenylamino)-pyrimidin-4-yl]-3-(2,6-dichloro-3,5-dimethoxy-phenyl)-1-methyl-urea), C1CCC(CC1)N=C=NC2CCCCC2 (DCC), C(C#C)(=O)O (propiolic acid). Solvent: C(Cl)(Cl)Cl (chloroform), C(Cl)(Cl)Cl (chloroform). Conditions: time 8 hour. Product: ClC1=C(C(=C(C=C1OC)OC)Cl)NC(N(C)C1=CC(=NC=N1)NC1=C(C=CC=C1)NC(C#C)=O)=O (N-(2-(6-(3-(2,6-dichloro-3,5-dimethoxyphenyl)-1-methylureido)pyrimidin-4-ylamino)phenyl)propiolamide). The yield is 9.0%. Reaction SMILES: [NH2:1][C:2]1[CH:7]=[CH:6][CH:5]=[CH:4][C:3]=1[NH:8][C:9]1[N:14]=[CH:13][N:12]=[C:11]([N:15]([CH3:31])[C:16]([NH:18][C:19]2[C:24]([Cl:25])=[C:23]([O:26][CH3:27])[CH:22]=[C:21]([O:28][CH3:29])[C:20]=2[Cl:30])=[O:17])[CH:10]=1.C1CCC(N=C=NC2CCCCC2)CC1.[C:47](O)(=[O:50])[C:48]#[CH:49].O>C(Cl)(Cl)Cl>[Cl:25][C:24]1[C:23]([O:26][CH3:27])=[CH:22][C:21]([O:28][CH3:29])=[C:20]([Cl:30])[C:19]=1[NH:18][C:16](=[O:17])[N:15]([C:11]1[N:12]=[CH:13][N:14]=[C:9]([NH:8][C:3]2[CH:4]=[CH:5][CH:6]=[CH:7][C:2]=2[NH:1][C:47](=[O:50])[C:48]#[CH:49])[CH:10]=1)[CH3:31]. Reported procedure: The compound was synthesized following the approach outlined in Procedure 2C (Example 108) modifying step (g) to the following procedure: To a solution of 1-[6-(2-amino-phenylamino)-pyrimidin-4-yl]-3-(2,6-dichloro-3,5-dimethoxy-phenyl)-1-methyl-urea (50 g, 0.108 mmol) and DCC (46 g, 0.22 mmol) in chloroform (50 mL) was added a solution of propiolic acid (16 mg, 0.22 mmol) in chloroform (50 mL) at 0° C., and the resulting mixture was stirred at room temperature overnight. Water (1 mL) was added t... Reactants: C(C)(C)(C)[C@]1(C(C=CC=C1)[C@@H](C)O)N ((1R, 2S)-2-tert-butyl-2-aminophenylethanol), C1CC2=CC=CC=C2C(=O)C1 (α-Tetralone). The solvent is C1CCOC1 (THF), C1CCOC1 (THF). Run at temperature 0 celsius, time 16 hour. Product: C1CC2=CC=CC=C2CC1O (tetralol). Yield: 915.3%. RXN SMILES: [C:1]([C@:5]1(N)[CH:10]=[CH:9][CH:8]=[CH:7][CH:6]1[C@H:11](O)[CH3:12])([CH3:4])(C)C.C1CC(=[O:24])C2C(=CC=CC=2)C1>C1COCC1>[CH2:12]1[CH:4]([OH:24])[CH2:1][C:5]2[C:6](=[CH:7][CH:8]=[CH:9][CH:10]=2)[CH2:11]1. Procedure details: Borane methylsulfide complex (neat, ~10M, 0.44 mL, 4.4 mmol) was added to a solution of (1R, 2S)-2-tert-butyl-2-aminophenylethanol [Angew. Chem. Int. Ed. Engl. 26 1141 (1987)] (120 mg, 0.62 mmol) in THF (22 mL) at ambient temperature and stirred for 16 hrs; α-Tetralone (906 mg, 6.2 mmol) as a solution in THF (3 mL) was added to the preceding solution over a 1 hr, stirred for 15 min after addition was completed, cooled to 0° C., and quenched with methanol (20 mL). After stirring the quenched reac... Reactants: O=C=NS(=O)(=O)c1cscc1Br, COc1nc(C)nc(N)n1, C1CCOC1. Product: COc1nc(C)nc(NC(=O)NS(=O)(=O)c2cscc2Br)n1. Reaction SMILES: [Br:11][c:12]1[c:13]([S:17](=[O:18])(=[O:19])[N:20]=[C:21]=[O:22])[cH:14][s:15][cH:16]1.[NH2:1][c:2]1[n:3][c:4]([CH3:10])[n:5][c:6]([O:8][CH3:9])[n:7]1.[O:23]1[CH2:24][CH2:25][CH2:26][CH2:27]1>>[NH:1]([c:2]1[n:3][c:4]([CH3:10])[n:5][c:6]([O:8][CH3:9])[n:7]1)[C:21]([NH:20][S:17]([c:13]1[c:12]([Br:11])[cH:16][s:15][cH:14]1)(=[O:18])=[O:19])=[O:22].